From a dataset of the Open Reaction Database (ORD), a public repository of structured organic reaction records. describe an organic reaction: reactants, conditions, products, and yield Starting materials: O=[N+]([O-])c1sc(C=NO)cc1Br, CC(=O)OC(C)=O, CCCCCCC, CCOC(C)=O. Product: N#Cc1cc(Br)c([N+](=O)[O-])s1. Reaction SMILES: [Br:1][c:2]1[cH:3][c:4]([CH:10]=[N:11][OH:12])[s:5][c:6]1[N+:7](=[O:8])[O-:9].[CH3:13][C:14]([O:15][C:16](=[O:17])[CH3:18])=[O:19].[CH3:20][CH2:21][CH2:22][CH2:23][CH2:24][CH2:25][CH3:26].[CH3:27][CH2:28][O:29][C:30]([CH3:31])=[O:32]>>[Br:1][c:2]1[cH:3][c:4]([C:10]#[N:11])[s:5][c:6]1[N+:7](=[O:8])[O-:9]. Reaction SMILES: [Br:1][C:2]([C:3](=[O:4])[NH:5][C:6]([NH:7][c:8]1[s:9][c:10]2[c:11]([n:22]1)-[c:12]1[c:13]([cH:17][c:18]([Br:21])[cH:19][cH:20]1)[O:14][CH2:15][CH2:16]2)=[O:23])([CH3:24])[CH3:25].[CH3:26][N:27]([CH3:28])[CH:29]=[O:30]>>[C:2]1([CH3:24])([CH3:25])[C:3](=[O:4])[NH:5][C:6](=[O:23])[N:7]1[c:8]1[s:9][c:10]2[c:11]([n:22]1)-[c:12]1[c:13]([cH:17][c:18]([Br:21])[cH:19][cH:20]1)[O:14][CH2:15][CH2:16]2. Product: CC1(C)C(=O)NC(=O)N1c1nc2c(s1)CCOc1cc(Br)ccc1-2. Starting materials: CC(C)(Br)C(=O)NC(=O)Nc1nc2c(s1)CCOc1cc(Br)ccc1-2, CN(C)C=O. Reactants: BrC=1SC(=C(N1)C(NC=1C=NN(C1[C@H]1OC[C@@H]([C@@H](CC1)NC(=O)OC(C)(C)C)F)C)=O)NC(OC(C)(C)C)=O (tert-butyl N-[2-bromo-4-[[5-[(2S,5R,6R)-5-(tert-butoxycarbonylamino)-6-fluoro-oxepan-2-yl]-1-methyl-pyrazol-4-yl]carbamoyl]thiazol-5-yl]carbamate), BrC=1SC(=C(N1)C(NC=1C=NN(C1[C@H]1OC[C@@H]([C@@H](CC1)NC(=O)OC(C)(C)C)F)C)=O)NC(OC(C)(C)C)=O (tert-butyl N-[2-bromo-4-[[5-[(2S,5R,6R)-5-(tert-butoxycarbonylamino)-6-fluoro-oxepan-2-yl]-1-methyl-pyrazol-4-yl]carbamoyl]thiazol-5-yl]carbamate), FC1=C(C(=CC=C1F)F)B(O)O ((2,3,6-trifluorophenyl)boronic acid). The product is NC1=C(N=C(S1)C1=C(C(=CC=C1F)F)F)C(=O)NC=1C=NN(C1[C@H]1OC[C@@H]([C@@H](CC1)N)F)C (5-amino-N-(5-((2S,5R,6R)-5-amino-6-fluorooxepan-2-yl)-1-methyl-1H-pyrazol-4-yl)-2-(2,3,6-trifluorophenyl)thiazole-4-carboxamide). Reaction SMILES: Br[C:2]1[S:3][C:4]([NH:32]C(=O)OC(C)(C)C)=[C:5]([C:7](=[O:31])[NH:8][C:9]2[CH:10]=[N:11][N:12]([CH3:30])[C:13]=2[C@@H:14]2[CH2:20][CH2:19][C@@H:18]([NH:21]C(OC(C)(C)C)=O)[C@@H:17]([F:29])[CH2:16][O:15]2)[N:6]=1.[F:40][C:41]1[C:46]([F:47])=[CH:45][CH:44]=[C:43]([F:48])[C:42]=1B(O)O>>[NH2:32][C:4]1[S:3][C:2]([C:42]2[C:43]([F:48])=[CH:44][CH:45]=[C:46]([F:47])[C:41]=2[F:40])=[N:6][C:5]=1[C:7]([NH:8][C:9]1[CH:10]=[N:11][N:12]([CH3:30])[C:13]=1[C@@H:14]1[CH2:20][CH2:19][C@@H:18]([NH2:21])[C@@H:17]([F:29])[CH2:16][O:15]1)=[O:31]. Procedure: Following the procedure for Example 101 starting from tert-butyl N-[2-bromo-4-[[5-[(2S,5R,6R)-5-(tert-butoxycarbonylamino)-6-fluoro-oxepan-2-yl]-1-methyl-pyrazol-4-yl]carbamoyl]thiazol-5-yl]carbamate (Intermediate 88), and replacing 3,6-dihydro-2H-pyran-4-boronic acid pinacol ester with (2,3,6-trifluorophenyl)boronic acid gave 260. 1H NMR (400 MHz, DMSO-d6) δ 9.47 (s, 1H), 7.85 (s, 1H), 7.65-7.52 (m, 3H), 7.39-7.27 (m, 1H), 5.03-4.83 (m, 2H), 4.16-3.90 (m, 2H), 3.73 (s, 3H), 3.39 (dd, J=7.1, 4.6...